From a dataset of the Open Reaction Database (ORD), a public repository of structured organic reaction records. describe an organic reaction: reactants, conditions, products, and yield Starting materials: COC(C(CO)(C)C)=O (3-Hydroxy-2,2-dimethyl-propionic acid methyl ester), [H-].[Na+] (NaH), O (water), C(C1=CC=CC=C1)Br (Benzyl bromide). The solvent is C1CCOC1 (THF). Conditions: temperature 80 celsius, time 8 hour. Product: C(C1=CC=CC=C1)OCC(C(=O)O)(C)C (3-benzyloxy-2,2-dimethyl-propionic acid). Isolated yield 50.8%. As a reaction SMILES: C[O:2][C:3](=[O:9])[C:4]([CH3:8])([CH3:7])[CH2:5][OH:6].[H-].[Na+].[CH2:12](Br)[C:13]1[CH:18]=[CH:17][CH:16]=[CH:15][CH:14]=1.O>C1COCC1>[CH2:12]([O:6][CH2:5][C:4]([CH3:8])([CH3:7])[C:3]([OH:2])=[O:9])[C:13]1[CH:18]=[CH:17][CH:16]=[CH:15][CH:14]=1 |f:1.2|. Procedure details: 3-Hydroxy-2,2-dimethyl-propionic acid methyl ester (3.00 g, 22.7 mmol) in 40 mL of THF at 0° C. was treated with 1.0 g (25 mmol) of 60% NaH in mineral oil for 20 min. Benzyl bromide (2.97 mL, 25.0 mmol) was added dropwise over 10 minutes. The mixture was stirred overnight, 30 mL of water was added, and the mixture was extracted with EtOAc (3×100 mL). The combined extracts were washed with brine, dried with MgSO4, filtered, and concentrated. The residue was dissolved in 40 mL of EtOH, 28 mL of 2M... Starting materials: COC(=O)C(N)C(=O)c1ccc(Cl)c(Cl)c1, O=C(O)c1ccc(Cl)cc1NS(=O)(=O)c1cccc2nccnc12, Cl. The product is COC(=O)C(NC(=O)c1ccc(Cl)cc1NS(=O)(=O)c1cccc2nccnc12)C(=O)c1ccc(Cl)c(Cl)c1. RXN SMILES: [CH3:26][O:27][C:28]([CH:29]([C:30](=[O:31])[c:32]1[cH:33][c:34]([Cl:39])[c:35]([Cl:38])[cH:36][cH:37]1)[NH2:40])=[O:41].[Cl:1][c:2]1[cH:3][c:4]([NH:11][S:12](=[O:13])(=[O:14])[c:15]2[c:16]3[n:17][cH:18][cH:19][n:20][c:21]3[cH:22][cH:23][cH:24]2)[c:5]([C:6](=[O:7])[OH:8])[cH:9][cH:10]1.[ClH:25]>>[Cl:1][c:2]1[cH:3][c:4]([NH:11][S:12](=[O:13])(=[O:14])[c:15]2[c:16]3[n:17][cH:18][cH:19][n:20][c:21]3[cH:22][cH:23][cH:24]2)[c:5]([C:6](=[O:7])[NH:40][CH:29]([C:28]([O:27][CH3:26])=[O:41])[C:30](=[O:31])[c:32]2[cH:33][c:34]([Cl:39])[c:35]([Cl:38])[cH:36][cH:37]2)[cH:9][cH:10]1. The reactants are ClC=1C=C(C(=O)OO)C=CC1 (3-chlorobenzoperoxoic acid), FC1=NC=C(C=C1C1=NC(=NC(=N1)C)N(CC1=CC=C(C=C1)OC)CC1=CC=C(C=C1)OC)C(C)C1=CC=C(C=C1)SC (4-(2-Fluoro-5-(1-(4-(methylthio)phenyl)ethyl)pyridin-3-yl)-N,N-bis(4-methoxybenzyl)-6-methyl-1,3,5-triazin-2-amine), C([O-])(O)=O.[Na+] (sodium bicarbonate), S(=S)(=O)([O-])[O-].[Na+].[Na+] (sodium thiosulfate). Run in C(Cl)Cl (DCM), C(Cl)Cl (DCM). Reaction conditions: time 30 minute. Yields the product FC1=NC=C(C=C1C1=NC(=NC(=N1)C)N(CC1=CC=C(C=C1)OC)CC1=CC=C(C=C1)OC)C(C)C1=CC=C(C=C1)S(=O)(=O)C (4-(2-fluoro-5-(1-(4-(methylsulfonyl)phenyl)ethyl)pyridin-3-yl)-N,N-bis(4-methoxybenzyl)-6-methyl-1,3,5-triazin-2-amine). RXN SMILES: [F:1][C:2]1[C:7]([C:8]2[N:13]=[C:12]([CH3:14])[N:11]=[C:10]([N:15]([CH2:25][C:26]3[CH:31]=[CH:30][C:29]([O:32][CH3:33])=[CH:28][CH:27]=3)[CH2:16][C:17]3[CH:22]=[CH:21][C:20]([O:23][CH3:24])=[CH:19][CH:18]=3)[N:9]=2)=[CH:6][C:5]([CH:34]([C:36]2[CH:41]=[CH:40][C:39](SC)=[CH:38][CH:37]=2)[CH3:35])=[CH:4][N:3]=1.Cl[C:45]1C=C(C=CC=1)C(OO)=O.C(=O)(O)[O-].[Na+].[S:60]([O-:64])([O-])(=[O:62])=S.[Na+].[Na+]>C(Cl)Cl>[F:1][C:2]1[C:7]([C:8]2[N:13]=[C:12]([CH3:14])[N:11]=[C:10]([N:15]([CH2:16][C:17]3[CH:22]=[CH:21][C:20]([O:23][CH3:24])=[CH:19][CH:18]=3)[CH2:25][C:26]3[CH:27]=[CH:28][C:29]([O:32][CH3:33])=[CH:30][CH:31]=3)[N:9]=2)=[CH:6][C:5]([CH:34]([C:36]2[CH:37]=[CH:38][C:39]([S:60]([CH3:45])(=[O:64])=[O:62])=[CH:40][CH:41]=2)[CH3:35])=[CH:4][N:3]=1 |f:2.3,4.5.6|. Procedure: 4-(2-Fluoro-5-(1-(4-(methylthio)phenyl)ethyl)pyridin-3-yl)-N,N-bis(4-methoxybenzyl)-6-methyl-1,3,5-triazin-2-amine (1.797 g, 3.016 mmol) was dissolved in DCM (30 mL) and the reaction flask was cooled in an ice water bath under nitrogen. Then, 3-chlorobenzoperoxoic acid (1.668 g, 9.666 mmol) was added as a solution in DCM (52 mL), and the reaction was warmed to room temperature and stirred. After 30 min, the reaction was cooled in an ice water bath and treated with a mixture of saturated sodium b...